Dataset: the Open Reaction Database (ORD), a public repository of structured organic reaction records. Task: describe an organic reaction: reactants, conditions, products, and yield Reactants: CO, Cl, Nc1ccc2ccc(S(=O)(=O)Nc3ccc(Cl)c(C(=O)O)c3)cc2c1, C1COCCO1. Product: COC(=O)c1cc(NS(=O)(=O)c2ccc3ccc(N)cc3c2)ccc1Cl. Reaction SMILES: [CH3:27][OH:28].[ClH:26].[NH2:1][c:2]1[cH:3][cH:4][c:5]2[cH:6][cH:7][c:8]([S:12](=[O:13])(=[O:14])[NH:15][c:16]3[cH:17][cH:18][c:19]([Cl:25])[c:20]([C:21](=[O:22])[OH:23])[cH:24]3)[cH:9][c:10]2[cH:11]1.[O:29]1[CH2:30][CH2:31][O:32][CH2:33][CH2:34]1>>[NH2:1][c:2]1[cH:3][cH:4][c:5]2[cH:6][cH:7][c:8]([S:12](=[O:13])(=[O:14])[NH:15][c:16]3[cH:17][cH:18][c:19]([Cl:25])[c:20]([C:21](=[O:22])[O:23][CH3:27])[cH:24]3)[cH:9][c:10]2[cH:11]1.